This data is from the Open Reaction Database (ORD), a public repository of structured organic reaction records. The task is: describe an organic reaction: reactants, conditions, products, and yield Reactants: CN(C1=CC=C(C(=O)C=2C=C(C=CC2)NC(=O)C=2C=CN3C(SCC32)C=3C=NC=CC3)C=C1)C (N-[3-(4-dimethylaminobenzoyl)phenyl]-3-(3-pyridyl)1H,3H-pyrrolo[1,2-c]-thiazole-7-carboxamide), [OH-].[Na+] (sodium hydroxide), Stannous chloride, CN(C1=CC=C(C=C1)C(C1=CC(=CC=C1)[N+](=O)[O-])=O)C (4'-dimethylamino-3-nitrobenzophenone), Cl (hydrochloric acid). The solvent is C(C)(C)O (isopropanol), O (water), dihydrate, C(C)O (ethanol). Conditions: temperature 79 celsius, time 30 minute. Yields the product NC=1C=C(C(=O)C2=CC=C(C=C2)N(C)C)C=CC1 (3-amino-4'-dimethylaminobenzophenone). Reaction SMILES: [CH3:1][N:2]([CH3:34])[C:3]1[CH:33]=[CH:32][C:6]([C:7]([C:9]2[CH:10]=[C:11]([NH:15]C(C3C=CN4C=3CSC4C3C=NC=CC=3)=O)[CH:12]=[CH:13][CH:14]=2)=[O:8])=[CH:5][CH:4]=1.CN(C)C1C=CC(C(=O)C2C=CC=C([N+]([O-])=O)C=2)=CC=1.Cl.[OH-].[Na+]>O.C(O)(C)C.C(O)C>[NH2:15][C:11]1[CH:10]=[C:9]([CH:14]=[CH:13][CH:12]=1)[C:7]([C:6]1[CH:32]=[CH:33][C:3]([N:2]([CH3:34])[CH3:1])=[CH:4][CH:5]=1)=[O:8] |f:3.4|. Procedure: The 3-amino-4'-dimethylaminobenzophenone may be prepared as follows: Stannous chloride in the dihydrate form (29.3 g) is added, at a temperature between 44° and 79° C., to a suspension of 4'-dimethylamino-3-nitrobenzophenone (11.4 g) in a mixture of concentrated hydrochloric acid (45 cc) and ethanol (120 cc), in the course of 35 minutes. The solution obtained is heated at a temperature in the vicinity of 79° C. for 3 hours. The suspension obtained is concentrated under reduced pressure (20 mm Hg... The reactants are N#CCc1cccc(Br)n1, CC(C)(C)[Si](C)(C)OCCBr, C1CCOC1, C[Si](C)(C)[N-][Si](C)(C)C, [Li+], O. Yields the product CC(C)(C)[Si](C)(C)OCCC(C#N)c1cccc(Br)n1. Reaction SMILES: [Br:1][c:2]1[cH:3][cH:4][cH:5][c:6]([CH2:8][C:9]#[N:10])[n:7]1.[Br:21][CH2:22][CH2:23][O:24][Si:25]([CH3:26])([CH3:27])[C:28]([CH3:29])([CH3:30])[CH3:31].[CH2:32]1[O:33][CH2:34][CH2:35][CH2:36]1.[CH3:12][Si:13]([N-:14][Si:15]([CH3:16])([CH3:17])[CH3:18])([CH3:19])[CH3:20].[Li+:11].[OH2:37]>>[Br:1][c:2]1[cH:3][cH:4][cH:5][c:6]([CH:8]([C:9]#[N:10])[CH2:22][CH2:23][O:24][Si:25]([CH3:26])([CH3:27])[C:28]([CH3:29])([CH3:30])[CH3:31])[n:7]1. Starting materials: O (water), C(C1=CC=CC=C1)OC(=O)NC(C(=O)N1CCC=2C(C3=C(NC2C1)C=CC=C3C(=O)OC)=O)(C)C (methyl 2-(2-(((benzyloxy)carbonyl)amino)-2-methylpropanoyl)-5-oxo-1,2,3,4,5,10-hexahydrobenzo[b][1,7]naphthyridine-6-carboxylate), O.NN (hydrazine hydrate), C(C)(=O)O (acetic acid). The solvent is CCOC(=O)C (EtOAc), CC(=O)N(C)C (DMA). Conditions: temperature 130 celsius, time 12 hour. Product: CC(C(N1CCC=2C=3C4=C(NC2C1)C=CC=C4C(NN3)=O)=O)(C)NC(OCC3=CC=CC=C3)=O (benzyl (2-methyl-1-oxo-1-(3-oxo-10,11-dihydro-2H-phthalazino[8,1-bc][1,7]naphthyridin-9(3H,7H,8H)-yl)propan-2-yl)carbamate). Isolated yield 42.0%. Reaction SMILES: [CH2:1]([O:8][C:9]([NH:11][C:12]([CH3:35])([CH3:34])[C:13]([N:15]1[CH2:24][C:23]2[NH:22][C:21]3[CH:25]=[CH:26][CH:27]=[C:28]([C:29]([O:31]C)=O)[C:20]=3[C:19](=O)[C:18]=2[CH2:17][CH2:16]1)=[O:14])=[O:10])[C:2]1[CH:7]=[CH:6][CH:5]=[CH:4][CH:3]=1.O.[NH2:37][NH2:38].C(O)(=O)C.O>CC(N(C)C)=O.CCOC(C)=O>[CH3:34][C:12]([NH:11][C:9](=[O:10])[O:8][CH2:1][C:2]1[CH:3]=[CH:4][CH:5]=[CH:6][CH:7]=1)([CH3:35])[C:13](=[O:14])[N:15]1[CH2:24][C:23]2[NH:22][C:21]3[CH:25]=[CH:26][CH:27]=[C:28]4[C:29](=[O:31])[NH:37][N:38]=[C:19]([C:20]=34)[C:18]=2[CH2:17][CH2:16]1 |f:1.2|. Reported procedure: A solution of methyl 2-(2-(((benzyloxy)carbonyl)amino)-2-methylpropanoyl)-5-oxo-1,2,3,4,5,10-hexahydrobenzo[b][1,7]naphthyridine-6-carboxylate (0.11 g) and hydrazine hydrate (1.0 mL) in DMA (1.5 mL) was heated at 130° C. for 1.5 h, acetic acid (2.0 mL) was added and the mixture was stirred at 130° C. for another 12 hours. The reaction mixture was cooled to room temperature, then water (15 mL) and EtOAc (50 mL) were added. The organic phase was separated and then washed with aqueous NaHCO3 (2×10 ... Starting materials: O1C(CC(C(=O)OC(C)(C)C)CC2=CC=CC3=CC=CC=C23)C1 (t-butyl 4,5-epoxy-2-(1-naphthylmethyl)pentanoate), N1CCOCC1 (morpholine). The solvent is CO (methanol). Run at time 6 hour. Product: OC(CC(C(=O)OC(C)(C)C)CC1=CC=CC2=CC=CC=C12)CN1CCOCC1 (t-Butyl 4-hydroxy-5-morpholino-2-(1-naphthylmethyl)pentanoate). Isolated yield 76.6%. RXN SMILES: [O:1]1[CH2:23][CH:2]1[CH2:3][CH:4]([CH2:12][C:13]1[C:22]2[C:17](=[CH:18][CH:19]=[CH:20][CH:21]=2)[CH:16]=[CH:15][CH:14]=1)[C:5]([O:7][C:8]([CH3:11])([CH3:10])[CH3:9])=[O:6].[NH:24]1[CH2:29][CH2:28][O:27][CH2:26][CH2:25]1>CO>[OH:1][CH:2]([CH2:23][N:24]1[CH2:29][CH2:28][O:27][CH2:26][CH2:25]1)[CH2:3][CH:4]([CH2:12][C:13]1[C:22]2[C:17](=[CH:18][CH:19]=[CH:20][CH:21]=2)[CH:16]=[CH:15][CH:14]=1)[C:5]([O:7][C:8]([CH3:9])([CH3:10])[CH3:11])=[O:6]. Reported procedure: A mixture of 2 g (6.4 mmole) of t-butyl 4,5-epoxy-2-(1-naphthylmethyl)pentanoate (prepared as described in Preparation 11), 0.84 ml of morpholine and 50 ml of methanol was stirred at room temperature for 6 hours and then allowed to stand overnight. The reaction mixture was then concentrated by evaporation under reduced pressure. The residue was purified by column chromatography through silica gel (eluent: a 10 : 90 by volume mixture of methanol and methylene chloride), to afford 1.96 g (76.6%) o... Reactants: C(CCC)C1=NC2=C(N1CC1=CC=C(C=C1)C=1C(=CC=CC1)C(=O)OC(C)(C)C)C(=CC=C2C)OCCOC (tert.butyl 4'-[(2-n-butyl-7-(2-methoxyethoxy)-4-methyl-benzimidazol-1-yl)-methyl]biphenyl-2-carboxylate), [O-2].[Al+3].[O-2].[O-2].[Al+3] (Aluminium oxide), C(Cl)Cl.C(C)O (methylene chloride ethanol). The product is C(CCC)OC1=CC=C(C2=C1N(C(=N2)CCCC)CC2=CC=C(C=C2)C=2C(=CC=CC2)C(=O)OC(C)(C)C)C (Tert.butyl 4'-[(7-n-butoxy-2-n-butyl-4-methylbenzimidazol-1-yl)-methyl]biphenyl-2-carboxylate). Reported procedure: tert.butyl 4'-[(2-n-butyl-7-(2-methoxyethoxy)-4-methyl-benzimidazol-1-yl)-methyl]biphenyl-2-carboxylate oil, Rf value: 0.35 (Aluminium oxide plate: methylene chloride/ethanol=99:1) RXN SMILES: [CH2:1]([C:5]1[N:9]([CH2:10][C:11]2[CH:16]=[CH:15][C:14]([C:17]3[C:18]([C:23]([O:25][C:26]([CH3:29])([CH3:28])[CH3:27])=[O:24])=[CH:19][CH:20]=[CH:21][CH:22]=3)=[CH:13][CH:12]=2)[C:8]2[C:30]([O:35][CH2:36][CH2:37]OC)=[CH:31][CH:32]=[C:33]([CH3:34])[C:7]=2[N:6]=1)[CH2:2][CH2:3][CH3:4].[O-2].[Al+3].[O-2].[O-2].[Al+3].C(Cl)Cl.[CH2:48](O)[CH3:49]>>[CH2:36]([O:35][C:30]1[C:8]2[N:9]([CH2:10][C:11]3[CH:12]=[CH:13][C:14]([C:17]4[C:18]([C:23]([O:25][C:26]([CH3:29])([CH3:28])[CH3:27])=[O:24])=[CH:19][CH:20]=[CH:21][CH:22]=4)=[CH:15][CH:16]=3)[C:5]([CH2:1][CH2:2][CH2:3][CH3:4])=[N:6][C:7]=2[C:33]([CH3:34])=[CH:32][CH:31]=1)[CH2:37][CH2:48][CH3:49] |f:1.2.3.4.5,6.7|. Starting materials: C(C)N1N=C2C(=NC=3C=C(C=CC3C2=C1CCC1=CC=CC=C1)OC)N (2-Ethyl-7-methoxy-1-(2-phenylethyl)-2H-pyrazolo[3,4-c]quinolin-4-amine), [Cl-].[NH+]1=CC=CC=C1 (pyridinium chloride). Isolated yield 96.3%. RXN SMILES: [CH2:1]([N:3]1[C:15]([CH2:16][CH2:17][C:18]2[CH:23]=[CH:22][CH:21]=[CH:20][CH:19]=2)=[C:14]2[C:5]([C:6]([NH2:26])=[N:7][C:8]3[CH:9]=[C:10]([O:24]C)[CH:11]=[CH:12][C:13]=32)=[N:4]1)[CH3:2].[Cl-:27].[NH+]1C=CC=CC=1>>[ClH:27].[NH2:26][C:6]1[C:5]2=[N:4][N:3]([CH2:1][CH3:2])[C:15]([CH2:16][CH2:17][C:18]3[CH:19]=[CH:20][CH:21]=[CH:22][CH:23]=3)=[C:14]2[C:13]2[CH:12]=[CH:11][C:10]([OH:24])=[CH:9][C:8]=2[N:7]=1 |f:1.2,3.4|. The product is Cl.NC1=NC=2C=C(C=CC2C=2C1=NN(C2CCC2=CC=CC=C2)CC)O (4-amino-2-ethyl-1-(2-phenylethyl)-2H-pyrazolo[3,4-c]quinolin-7-ol hydrochloride). Reported procedure: 2-Ethyl-7-methoxy-1-(2-phenylethyl)-2H-pyrazolo[3,4-c]quinolin-4-amine (0.37 g, 1.07 mmol) was added in one portion to boiling pyridinium chloride (3.70 g, 32.0 mmol). The mixture was heated at reflux for 4 hours, and then was allowed to cool to room temperature. The mixture was triturated with ice water and the precipitate was isolated by filtration, washed with water, and dried to yield 0.38 g of 4-amino-2-ethyl-1-(2-phenylethyl)-2H-pyrazolo[3,4-c]quinolin-7-ol hydrochloride as a light grey so... Reactants: COC(CC(C)=O)=O (3-oxo-butyric acid methyl ester), R3—(CH2)m—NH2, C1(CCCCC1)N (cyclohexylamine), BrCC(=O)C1=C(C=C(C(=C1)Cl)C)OC (2-bromo-1-(5-chloro-2-methoxy-4-methyl-phenyl)-ethanone), C1(CC1)CN (cyclopropanemethylamine). Yields the product C1(CCCCC1)NC(=O)C1=C(N(C(=C1)C1=C(C=C(C(=C1)Cl)C)OC)CC1CC1)C (5-(5-Chloro-2-methoxy-4-methyl-phenyl)-1-cyclopropylmethyl-2-methyl-1H-pyrrole-3-carboxylic acid cyclohexylamide). Reaction SMILES: C[O:2][C:3](=O)[CH2:4][C:5](=O)[CH3:6].Br[CH2:10][C:11]([C:13]1[CH:18]=[C:17]([Cl:19])[C:16]([CH3:20])=[CH:15][C:14]=1[O:21][CH3:22])=O.[CH:23]1([CH2:26][NH2:27])[CH2:25][CH2:24]1.[CH:28]1([NH2:34])[CH2:33][CH2:32][CH2:31][CH2:30][CH2:29]1>>[CH:28]1([NH:34][C:3]([C:4]2[CH:10]=[C:11]([C:13]3[CH:18]=[C:17]([Cl:19])[C:16]([CH3:20])=[CH:15][C:14]=3[O:21][CH3:22])[N:27]([CH2:26][CH:23]3[CH2:25][CH2:24]3)[C:5]=2[CH3:6])=[O:2])[CH2:33][CH2:32][CH2:31][CH2:30][CH2:29]1. Procedure details: The title compound was synthesized in analogy to Example 68, using 3-oxo-butyric acid methyl ester as compound of formula R, 2-bromo-1-(5-chloro-2-methoxy-4-methyl-phenyl)-ethanone as compound of formula S, cyclopropanemethylamine as R3—(CH2)m—NH2 and cyclohexylamine as R1R2NH, MS (ISP) 415.5 (M+H)+. Starting materials: CN1CCN(CC1)C(=O)C1=CC(=C(C=C1)[N+](=O)[O-])C=CN1CCCC1 ((4-Methylpiperazin-1-yl)-[4-nitro-3-[2-(pyrrolidin-1-yl)-vinyl]phenyl]methanone), O.NN (Hydrazine hydrate). The reagents and catalysts are [Ni] (Ra-Ni), [Ni] (Raney-Nickel). Solvent: C1CCOC1 (THF). Product: N1C=CC2=CC(=CC=C12)C(=O)N1CCN(CC1)C ((1H-Indol-5-yl)-(4-methy piperazin-1-yl)methanone). RXN SMILES: [CH3:1][N:2]1[CH2:7][CH2:6][N:5]([C:8]([C:10]2[CH:15]=[CH:14][C:13]([N+]([O-])=O)=[C:12]([CH:19]=[CH:20][N:21]3CCCC3)[CH:11]=2)=[O:9])[CH2:4][CH2:3]1.O.NN>[Ni].C1COCC1>[NH:21]1[C:13]2[C:12](=[CH:11][C:10]([C:8]([N:5]3[CH2:4][CH2:3][N:2]([CH3:1])[CH2:7][CH2:6]3)=[O:9])=[CH:15][CH:14]=2)[CH:19]=[CH:20]1 |f:1.2|. Reported procedure: (4-Methylpiperazin-1-yl)-[4-nitro-3-(2-pyrrolidin-1-yl-vinyl)phenyl]methanone (2.907 mmol, 1.0 gram) (obtained from step (ii)) was taken in a 25 mL, two necked round bottom flask provided with a condenser, under nitrogen atmosphere. To this THF (7 mL) was added, followed by Raney-Nickel (Ra-Ni) (0.1 gram). Hydrazine hydrate (14.54 mmol, 0.73 gram) was added to the above reaction mixture in such a way that the reaction mixture starts refluxing. The reaction mixture was further refluxed for 3 hour... The reactants are [N+](=O)([O-])C1=CC=C(N)C=C1 (4-nitro-aniline), N(=O)[O-].[Na+] (sodium nitrite), C(CCC)SC1=CC=C(C2=CC=CC=C12)O (4-butylthio-1-naphthol). Yields the product [N+](=O)([O-])C1=CC=C(C=C1)N=NC1=C(C2=CC=CC=C2C(=C1)SCCCC)O (2-(4-nitrophenylazo-)-4-butylthio-1-naphthol). Reaction SMILES: [N+:1]([C:4]1[CH:10]=[CH:9][C:7]([NH2:8])=[CH:6][CH:5]=1)([O-:3])=[O:2].[N:11]([O-])=O.[Na+].[CH2:15]([S:19][C:20]1[C:29]2[C:24](=[CH:25][CH:26]=[CH:27][CH:28]=2)[C:23]([OH:30])=[CH:22][CH:21]=1)[CH2:16][CH2:17][CH3:18]>>[N+:1]([C:4]1[CH:10]=[CH:9][C:7]([N:8]=[N:11][C:22]2[CH:21]=[C:20]([S:19][CH2:15][CH2:16][CH2:17][CH3:18])[C:29]3[C:24](=[CH:25][CH:26]=[CH:27][CH:28]=3)[C:23]=2[OH:30])=[CH:6][CH:5]=1)([O-:3])=[O:2] |f:1.2|. Procedure: This is prepared similarly to Example 1 using 1.3 g (9.46 mmoles) of 4-nitro-aniline, 0.72 g (10.3 mmoles) of sodium nitrite, and 2 g (8.6 mmoles) of 4-butylthio-1-naphthol. Reaction SMILES: C[Si](C)(C)Cl.Br[CH2:7][C:8]([O:10][CH3:11])=[O:9].[C:12]1([CH2:18][CH2:19][C:20](=[O:24])[CH2:21][CH2:22][CH3:23])[CH:17]=[CH:16][CH:15]=[CH:14][CH:13]=1.C(=O)C1C=CC=CC=1.CC(=O)CCC.C1(C=CC(=O)CCC)C=CC=CC=1.Cl>C(OC(C)C)(=O)C.[Zn]>[OH:24][C:20]([CH2:19][CH2:18][C:12]1[CH:13]=[CH:14][CH:15]=[CH:16][CH:17]=1)([CH2:21][CH2:22][CH3:23])[CH2:7][C:8]([O:10][CH3:11])=[O:9]. The product is OC(CC(=O)OC)(CCC)CCC1=CC=CC=C1 (Methyl 3-hydroxy-3-(2-phenylethyl)hexanoate). Procedure: At room temperature, a three-neck flask equipped with a reflux condenser, internal thermometer, dropping funnel and stirrer under nitrogen protective gas was initially charged with 7.9 g of zinc powder (121 mmol) in 45 ml of isopropyl acetate. After 1.83 ml of trimethylchlorosilane (12.6 mmol) had been added, the mixture was heated to 60° C. for 15 min, then allowed to cool to 55° C. and 17.7 g of methyl bromoacetate (115 mmol) were added within 5 min, and the temperature of the mixture was main... Reaction conditions: temperature 60 celsius, time 15 minute. The solvent is C(C)(=O)OC(C)C (isopropyl acetate). The reagents and catalysts are [Zn] (zinc). The reactants are C[Si](Cl)(C)C (trimethylchlorosilane), Cl (hydrochloric acid), BrCC(=O)OC (methyl bromoacetate), C1(=CC=CC=C1)CCC(CCC)=O (1-phenylhexan-3-one), C(C1=CC=CC=C1)=O (benzaldehyde), CC(CCC)=O (pentan-2-one), C1(=CC=CC=C1)C=CC(CCC)=O (1-phenylhex-1-en-3-one).